Dataset: the Open Reaction Database (ORD), a public repository of structured organic reaction records. Task: describe an organic reaction: reactants, conditions, products, and yield Reactants: Cl (HCl), ClC1=NC=NC2=CC(=C(C=C12)OC1CCN(CC1)C(=O)OC(C)(C)C)OC (tert-butyl 4-[(4-chloro-7-methoxyquinazolin-6-yl)oxy]piperidine-1-carboxylate), ClC=1C(=C(N)C=CC1)F (3-chloro-2-fluoroaniline). The solvent is O1CCOCC1 (Dioxane), C(C)(C)O (iso-propanol). Conditions: temperature 100 celsius. Yields the product N1CCC(CC1)OC=1C=C2C(=NC=NC2=CC1OC)NC1=C(C(=CC=C1)Cl)F (6-(piperidin-4-yloxy)-4-(3-chloro-2-fluoroanilino)-7-methoxyquinazoline), di-hydrochloride. Reaction SMILES: Cl.Cl[C:3]1[C:12]2[C:7](=[CH:8][C:9]([O:27][CH3:28])=[C:10]([O:13][CH:14]3[CH2:19][CH2:18][N:17](C(OC(C)(C)C)=O)[CH2:16][CH2:15]3)[CH:11]=2)[N:6]=[CH:5][N:4]=1.[Cl:29][C:30]1[C:31]([F:37])=[C:32]([CH:34]=[CH:35][CH:36]=1)[NH2:33]>O1CCOCC1.C(O)(C)C>[NH:17]1[CH2:16][CH2:15][CH:14]([O:13][C:10]2[CH:11]=[C:12]3[C:7](=[CH:8][C:9]=2[O:27][CH3:28])[N:6]=[CH:5][N:4]=[C:3]3[NH:33][C:32]2[CH:34]=[CH:35][CH:36]=[C:30]([Cl:29])[C:31]=2[F:37])[CH2:19][CH2:18]1. Procedure details: 4.0M HCl in Dioxane (4.0 ml) was added to a suspension of tert-butyl 4-[(4-chloro-7-methoxyquinazolin-6-yl)oxy]piperidine-1-carboxylate (2.62 g) and 3-chloro-2-fluoroaniline (1.08 g) in iso-propanol (50 ml). The reaction mixture was stirred and heated at 100° C. for 2 hours. The yellow precipitate was filtered hot and washed with iso-propanol followed by diethylether and dried under vacuum to give 6-(piperidin-4-yloxy)-4-(3-chloro-2-fluoroanilino)-7-methoxyquinazoline as a di-hydrochloride salt ... Reactants: O=C(c1ccccc1C(F)(F)F)N1CCN(Cc2ccccc2)CC1, CO, O=C[O-], [NH4+]. Reaction SMILES: [CH2:5]([c:6]1[cH:7][cH:8][cH:9][cH:10][cH:11]1)[N:12]1[CH2:13][CH2:14][N:15]([C:18](=[O:19])[c:20]2[c:21]([C:26]([F:27])([F:28])[F:29])[cH:22][cH:23][cH:24][cH:25]2)[CH2:16][CH2:17]1.[CH3:30][OH:31].[CH:1]([O-:2])=[O:3].[NH4+:4]>>[NH:12]1[CH2:13][CH2:14][N:15]([C:18](=[O:19])[c:20]2[c:21]([C:26]([F:27])([F:28])[F:29])[cH:22][cH:23][cH:24][cH:25]2)[CH2:16][CH2:17]1. Product: O=C(c1ccccc1C(F)(F)F)N1CCNCC1. The reactants are O=C([O-])O, CCOC(C)=O, [H][H], CC(=O)NC(=O)OCC1(C)SC2C(NC(=O)COc3ccccc3)C(=O)N2C1C(=O)OCc1ccc([N+](=O)[O-])cc1, [Na+]. Product: CC(=O)NC(=O)OCC1(C)SC2C(NC(=O)COc3ccccc3)C(=O)N2C1C(=O)O. Reaction SMILES: [C:1](=[O:2])([OH:3])[O-:4].[CH3:49][CH2:50][O:51][C:52](=[O:53])[CH3:54].[H:47][H:48].[N+:6]([c:7]1[cH:8][cH:9][c:10]([CH2:11][O:14][C:15](=[O:16])[CH:17]2[C:18]([CH3:36])([CH2:37][O:38][C:39]([NH:40][C:41]([CH3:42])=[O:43])=[O:44])[S:19][CH:20]3[N:21]2[C:22](=[O:35])[CH:23]3[NH:24][C:25]([CH2:26][O:27][c:28]2[cH:29][cH:30][cH:31][cH:32][cH:33]2)=[O:34])[cH:12][cH:13]1)([O-:45])=[O:46].[Na+:5]>>[O:14]=[C:15]([OH:16])[CH:17]1[C:18]([CH3:36])([CH2:37][O:38][C:39]([NH:40][C:41]([CH3:42])=[O:43])=[O:44])[S:19][CH:20]2[N:21]1[C:22](=[O:35])[CH:23]2[NH:24][C:25]([CH2:26][O:27][c:28]1[cH:29][cH:30][cH:31][cH:32][cH:33]1)=[O:34]. Reactants: N#Cc1ccccc1CBr, CCOC(C)=O, CN(C)C=O, [N-]=[N+]=[N-], [Na+]. Product: N#Cc1ccccc1CN=[N+]=[N-]. As a reaction SMILES: [Br:1][CH2:2][c:3]1[c:4]([C:5]#[N:6])[cH:7][cH:8][cH:9][cH:10]1.[CH3:15][CH2:16][O:17][C:18](=[O:19])[CH3:20].[CH3:21][N:22]([CH3:23])[CH:24]=[O:25].[N-:12]=[N+:13]=[N-:14].[Na+:11]>>[CH2:2]([c:3]1[c:4]([C:5]#[N:6])[cH:7][cH:8][cH:9][cH:10]1)[N:12]=[N+:13]=[N-:14]. The reactants are C([O-])(O)=O.[Na+] (sodium bicarbonate), CCOCC (ether), O1[C@H]2[C@@H]1C[C@@H]1CC[C@H]3[C@@H]4CC[C@H](C(C)=O)[C@]4(CC[C@@H]3[C@]1(C2)C)C (2α,3α-Epoxy-5α-pregnan-20-one), solution, S(O)(O)(=O)=O (sulfuric acid). Reagents/catalysts: CO (methanol). Solvent: CCCCCC.C(C)(=O)OCC (hexane ethyl acetate), CO (methanol). Run at time 10 minute. The product is CO[C@@H]1[C@H](C[C@@H]2CC[C@H]3[C@@H]4CC[C@H](C(C)=O)[C@]4(CC[C@@H]3[C@]2(C1)C)C)O (2β-Methoxy-3α-hydroxy-5α-pregnan-20-one). The yield is 60.0%. Reaction SMILES: [O:1]1[C@H:3]2[CH2:4][C@H:5]3[C@:20]([CH3:22])([CH2:21][C@@H:2]12)[C@@H:19]1[C@H:8]([C@H:9]2[C@:16]([CH3:23])([CH2:17][CH2:18]1)[C@@H:12]([C:13](=[O:15])[CH3:14])[CH2:11][CH2:10]2)[CH2:7][CH2:6]3.S(=O)(=O)(O)O.[C:29](=O)(O)[O-:30].[Na+].CCOCC>CO.CCCCCC.C(OCC)(=O)C>[CH3:29][O:30][C@H:2]1[CH2:21][C@@:20]2([CH3:22])[C@@H:5]([CH2:6][CH2:7][C@@H:8]3[C@@H:19]2[CH2:18][CH2:17][C@@:16]2([CH3:23])[C@H:9]3[CH2:10][CH2:11][C@@H:12]2[C:13](=[O:15])[CH3:14])[CH2:4][C@@H:3]1[OH:1] |f:2.3,6.7|. Procedure details: 2α,3α-Epoxy-5α-pregnan-20-one (325 mg) in 80 mL of methanol was treated with a 1 mL solution of methanol containing 7 drops of concentrated sulfuric acid at room temperature. This mixture was stirred at this temperature for 10 minutes and then poured into a cold saturated solution of sodium bicarbonate and ether. The organic phase was washed several times with a small portion of bicarbonate, brine and dried over potassium carbonate. The concentrated organic phase was tested by TLC for complete r... The reactants are C1(=CC=CC=C1)P(C1=CC=CC=C1)C1=CC=CC=C1 (triphenylphosphine), ClCC(=O)OCC1=CC=CC=C1 (benzyl chloroacetate). Solvent: C1(=CC=CC=C1)C (toluene). Yields the product [Cl-].C1(=CC=CC=C1)[P+](C1=CC=CC=C1)(C1=CC=CC=C1)CC(=O)OCC1=CC=CC=C1 (Benzyl Triphenylphosphonioacetate Chloride). Isolated yield 90.0%. As a reaction SMILES: [C:1]1([P:7]([C:14]2[CH:19]=[CH:18][CH:17]=[CH:16][CH:15]=2)[C:8]2[CH:13]=[CH:12][CH:11]=[CH:10][CH:9]=2)[CH:6]=[CH:5][CH:4]=[CH:3][CH:2]=1.[Cl:20][CH2:21][C:22]([O:24][CH2:25][C:26]1[CH:31]=[CH:30][CH:29]=[CH:28][CH:27]=1)=[O:23]>C1(C)C=CC=CC=1>[Cl-:20].[C:14]1([P+:7]([CH2:21][C:22]([O:24][CH2:25][C:26]2[CH:31]=[CH:30][CH:29]=[CH:28][CH:27]=2)=[O:23])([C:1]2[CH:2]=[CH:3][CH:4]=[CH:5][CH:6]=2)[C:8]2[CH:13]=[CH:12][CH:11]=[CH:10][CH:9]=2)[CH:15]=[CH:16][CH:17]=[CH:18][CH:19]=1 |f:3.4|. Procedure details: 23.6 g (0.1 mol) of triphenylphosphine were suspended in 70 ml of toluene. 18.5 g (0.1 mol) of benzyl chloroacetate were added dropwise and the mixture was heated at the boil for two hours. After cooling down to room temperature, the precipitated product was filtered off and washed with diethyl ether. Drying left 40.8 g (corresponding to a yield of 90%) of the title compound in the form of colorless crystals. The product was more than 99% pure. The reactants are IC1=CC=C(OC2=CC=C(C=C2)[N+](=O)[O-])C=C1 (4-(4'-iodophenoxy) nitrobenzene), Cl (hydrochloric acid). Reagents/catalysts: [Fe] (iron). The solvent is O (water), O (water), C(C)O (ethanol), C(C)O (ethanol). Run at time 1 hour. Product: IC1=CC=C(OC2=CC=C(N)C=C2)C=C1 (4-(4'-iodophenoxy) aniline). Isolated yield 95.2%. As a reaction SMILES: Cl.[I:2][C:3]1[CH:18]=[CH:17][C:6]([O:7][C:8]2[CH:13]=[CH:12][C:11]([N+:14]([O-])=O)=[CH:10][CH:9]=2)=[CH:5][CH:4]=1>O.C(O)C.[Fe]>[I:2][C:3]1[CH:18]=[CH:17][C:6]([O:7][C:8]2[CH:13]=[CH:12][C:11]([NH2:14])=[CH:10][CH:9]=2)=[CH:5][CH:4]=1. Procedure: A solution of 6.04 ml (68.4 mmole) of concentrated hydrochloric acid in 25 ml of water and 25 ml of ethanol was added in a dropwise manner over 50 minutes to a mechanically stirred refluxing suspension of 23.34 g (68.4 mmole) of 4-(4'-iodophenoxy) nitrobenzene and 11.46 g (205 mmole, 3.0 equiv) of iron filings in 150 ml of water and 150 ml of ethanol. After 1 hour, the mixture was allowed to cool to room temperature and was evaporated to about 200 ml volume. The mixture was made alkaline to a pH...